This data is from the Open Reaction Database (ORD), a public repository of structured organic reaction records. The task is: describe an organic reaction: reactants, conditions, products, and yield The reactants are Cl (HCl), [Li+].[OH-] (LiOH), CC(\C=C/[C@H](CCC(C)C)N1[C@@H](C[C@@H](CC1)CC(=O)OC)C1=CC=C(C=C1)C(F)(F)F)C (methyl {(2S,4R)-1-[(1S,2Z)-4-methyl-1-(3-methylbutyl)pent-2-en-1-yl]-2-[4-(trifluoromethyl)phenyl]piperidin-4-yl}acetate). The solvent is O (H2O), C1CCOC1 (THF). Run at time 18 hour. Yields the product CC(\C=C/[C@H](CCC(C)C)N1[C@@H](C[C@@H](CC1)CC(=O)O)C1=CC=C(C=C1)C(F)(F)F)C ({(2S,4R)-1-[(1S,2Z)-4-methyl-1-(3-methylbutyl)pent-2-en-1-yl]-2-[4-(trifluoromethyl)phenyl]piperidin-4-yl}acetic acid). Isolated yield 85.6%. RXN SMILES: [Li+].[OH-].[CH3:3][CH:4]([CH3:34])/[CH:5]=[CH:6]\[C@@H:7]([N:13]1[CH2:18][CH2:17][C@@H:16]([CH2:19][C:20]([O:22]C)=[O:21])[CH2:15][C@H:14]1[C:24]1[CH:29]=[CH:28][C:27]([C:30]([F:33])([F:32])[F:31])=[CH:26][CH:25]=1)[CH2:8][CH2:9][CH:10]([CH3:12])[CH3:11].Cl>O.C1COCC1>[CH3:3][CH:4]([CH3:34])/[CH:5]=[CH:6]\[C@@H:7]([N:13]1[CH2:18][CH2:17][C@@H:16]([CH2:19][C:20]([OH:22])=[O:21])[CH2:15][C@H:14]1[C:24]1[CH:25]=[CH:26][C:27]([C:30]([F:33])([F:32])[F:31])=[CH:28][CH:29]=1)[CH2:8][CH2:9][CH:10]([CH3:11])[CH3:12] |f:0.1|. Procedure details: A solution of LiOH (60 mg, 2.5 mmol) in H2O (1 ml) was added to a stirred solution of methyl {(2S,4R)-1-[(1S,2Z)-4-methyl-1-(3-methylbutyl)pent-2-en-1-yl]-2-[4-(trifluoromethyl)phenyl]piperidin-4-yl}acetate (Example 2, Step 1, 210 mg, 0.46 mmol) in THF (2 ml) at RT. The mixture was stirred at RT for 18 hrs, then at 60° C. for 3 hrs. After cooling to RT 2N HCl was added and the THF was removed in vacuo. The residue was partitioned between CH2Cl2 and H2O. The pH of the aqueous layer was adjusted t...